Dataset: the Open Reaction Database (ORD), a public repository of structured organic reaction records. Task: describe an organic reaction: reactants, conditions, products, and yield Run at temperature 80 celsius, time 8 hour. Product: C(C)(C)(C)OC(N(CCC1CC1)CC1=CC(=C(C=C1)OC1=CC(=C(C=C1)C(N)=O)O)F)=O ([4-(4-Carbamoyl-3-hydroxy-phenoxy)-3-fluoro-benzyl]-(2-cyclopropyl-ethyl)-carbamic acid tert-butyl ester). The reactants are N (ammonia), C(C)(C)(C)OC(N(CC1=CC(=C(C=C1)OC1=CC2=C(C(OC(O2)(C)C)=O)C=C1)F)CCC1CC1)=O ((2-Cyclopropyl-ethyl)-[4-(2,2-dimethyl-4-oxo-4H-benzo[1,3]dioxin-7-yloxy)-3-fluoro-benzyl]-carbamic acid tert-butyl ester), N (ammonia). Run in solution, C(C)(C)O (isopropanol). Reported procedure: (2-Cyclopropyl-ethyl)-[4-(2,2-dimethyl-4-oxo-4H-benzo[1,3]dioxin-7-yloxy)-3-fluoro-benzyl]-carbamic acid tert-butyl ester (I-1d-2: 15.8 g) was dissolved in 35 mL of a 2 M solution of ammonia in isopropanol. The resulting solution was then treated with 50 mL of a saturated aqueous ammonia solution and the resulting mixture heated at 80° C. After 8 hours, the reaction mixture was cooled to ambient temperature and concentrated with a rotary evaporator. The residue was diluted with ethyl acetate and... Reaction SMILES: [C:1]([O:5][C:6](=[O:35])[N:7]([CH2:30][CH2:31][CH:32]1[CH2:34][CH2:33]1)[CH2:8][C:9]1[CH:14]=[CH:13][C:12]([O:15][C:16]2[CH:28]=[CH:27][C:19]3[C:20](=O)[O:21]C(C)(C)[O:23][C:18]=3[CH:17]=2)=[C:11]([F:29])[CH:10]=1)([CH3:4])([CH3:3])[CH3:2].[NH3:36]>C(O)(C)C>[C:1]([O:5][C:6](=[O:35])[N:7]([CH2:8][C:9]1[CH:14]=[CH:13][C:12]([O:15][C:16]2[CH:28]=[CH:27][C:19]([C:20](=[O:21])[NH2:36])=[C:18]([OH:23])[CH:17]=2)=[C:11]([F:29])[CH:10]=1)[CH2:30][CH2:31][CH:32]1[CH2:34][CH2:33]1)([CH3:4])([CH3:3])[CH3:2]. Run at time 2 hour. As a reaction SMILES: [CH3:1][C:2]1[CH:20]=[CH:19][C:18]([CH3:21])=[CH:17][C:3]=1[NH:4][C:5]1[NH:6][C:7](=[O:16])[C:8]([C:11]([O:13]CC)=[O:12])=[CH:9][N:10]=1.[OH-].[Na+].O>C(O)(=O)C>[CH3:1][C:2]1[CH:20]=[CH:19][C:18]([CH3:21])=[CH:17][C:3]=1[NH:4][C:5]1[NH:6][C:7](=[O:16])[C:8]([C:11]([OH:13])=[O:12])=[CH:9][N:10]=1 |f:1.2|. Yields the product CC1=C(NC=2NC(C(=CN2)C(=O)O)=O)C=C(C=C1)C (1,6-dihydro-2-(2,5-dimethylanilino)-6-oxo-5-pyrimidinecarboxylic acid). Yield: 77.6%. Solvent: C(C)(=O)O (acetic acid). The reactants are CC1=C(NC=2NC(C(=CN2)C(=O)OCC)=O)C=C(C=C1)C (Ethyl 1,6-dihydro-2-(2,5-dimethylanilino)-6-oxo-5-pyrimidinecarboxylate), [OH-].[Na+] (sodium hydroxide), O (water). Reported procedure: Ethyl 1,6-dihydro-2-(2,5-dimethylanilino)-6-oxo-5-pyrimidinecarboxylate (10 g) and sodium hydroxide (4 g) are added to water (200 ml), and the mixture is refluxed with stirring for 2 hours. After cooling, the reaction mixture is acidified with acetic acid, and the resulting solid is collected by filtration and recrystallized from DMF. The precipitate is collected by filtration and added to water (100 ml), and the mixture is refluxed with stirring for 1 hour. After cooling, the resulting product ...